From a dataset of the Open Reaction Database (ORD), a public repository of structured organic reaction records. describe an organic reaction: reactants, conditions, products, and yield Starting materials: CC(=O)Cl, Nc1cccc(C(O)(c2ccc3c(cnn3-c3ccccc3)c2)C(F)(F)F)c1, c1ccncc1. The product is CC(=O)Nc1cccc(C(O)(c2ccc3c(cnn3-c3ccccc3)c2)C(F)(F)F)c1. As a reaction SMILES: [CH3:29][C:30]([Cl:31])=[O:32].[NH2:1][c:2]1[cH:3][c:4]([C:8]([C:9]([F:10])([F:11])[F:12])([OH:13])[c:14]2[cH:15][c:16]3[cH:17][n:18][n:19](-[c:23]4[cH:24][cH:25][cH:26][cH:27][cH:28]4)[c:20]3[cH:21][cH:22]2)[cH:5][cH:6][cH:7]1.[cH:33]1[cH:34][cH:35][n:36][cH:37][cH:38]1>>[NH:1]([c:2]1[cH:3][c:4]([C:8]([C:9]([F:10])([F:11])[F:12])([OH:13])[c:14]2[cH:15][c:16]3[cH:17][n:18][n:19](-[c:23]4[cH:24][cH:25][cH:26][cH:27][cH:28]4)[c:20]3[cH:21][cH:22]2)[cH:5][cH:6][cH:7]1)[C:30]([CH3:29])=[O:32]. Reactants: bis(pinacolate)diboron, C(C)(=O)[O-].[K+] (potassium acetate), CS(=O)C (dimethylsulfoxide), BrC=1C=NC(=CC1)S(=O)(=O)C (3-bromo-6-methanesulfonyl-pyridine), C(C)(=O)OCC (Ethyl acetate). Run in O (water), C(C)OCC (diethyl ether). Reaction conditions: temperature 80 celsius, time 2 hour. Yields the product CS(=O)(=O)C1=CC=C(C=N1)O (6-Methanesulfonyl-pyridin-3-ol). Reaction SMILES: [C:1]([O-:4])(=O)[CH3:2].[K+].CS(C)=O.BrC1C=[N:13][C:14]([S:17]([CH3:20])(=[O:19])=[O:18])=[CH:15][CH:16]=1.C(OCC)(=O)C>C(OCC)C.O>[CH3:20][S:17]([C:14]1[N:13]=[CH:2][C:1]([OH:4])=[CH:16][CH:15]=1)(=[O:19])=[O:18] |f:0.1|. Procedure: 6.6 g of bis(pinacolate)diboron, 5.9 g of potassium acetate and 980 mg of (1,1′-bis(diphenylphosphino)ferrocene)dichloropalladium(II) dichloromethane complex were added to a dimethylsulfoxide (80 ml) solution of 4.72 g of 3-bromo-6-methanesulfonyl-pyridine, and the reaction liquid was stirred at 80° C. for 2 hours. Ethyl acetate and water were added to the reaction liquid, the insoluble substance was removed through filtration through Celite, and the organic layer was separated. The organic laye... Reactants: NC1=NC(=CC=C1[N+](=O)[O-])N1CCCC1 (2-amino-3-nitro-6-(pyrrolidin-1-yl)pyridine). Reagents/catalysts: [Pd] (palladium-on-charcoal). Solvent: C(C)O (ethanol). Reaction conditions: time 1 hour. The product is NC=1C=CC(=NC1N)N1CCCC1 (5,6-diamino-2-(pyrrolidin-1-yl)pyridine). Isolated yield 122.7%. Reaction SMILES: [NH2:1][C:2]1[C:7]([N+:8]([O-])=O)=[CH:6][CH:5]=[C:4]([N:11]2[CH2:15][CH2:14][CH2:13][CH2:12]2)[N:3]=1>[Pd].C(O)C>[NH2:8][C:7]1[CH:6]=[CH:5][C:4]([N:11]2[CH2:15][CH2:14][CH2:13][CH2:12]2)=[N:3][C:2]=1[NH2:1]. Reported procedure: 2 g of 2-amino-3-nitro-6-(pyrrolidin-1-yl)pyridine, synthesized according to the above procedure, 100 ml of ethanol and 0.5 g of palladium-on-charcoal are charged to a 300 ml autoclave. The mixture is reduced for one hour at a pressure of 8 bar with stirring. The catalyst is subsequently removed by filtration and then the filtrate is acidified with hydrochloric acid. After diluting with diisopropyl ether, the precipitate formed is filtered off and dried. 2.1 g of powder are obtained, Yd=87.1%. Reactants: ClC1=C2C(=NC=C1)C=C(S2)C(=O)N2CCCC2 ((7-Chlorothieno[3,2-b]pyridin-2-yl)(pyrrolidin-1-yl)methanone), C(=O)([O-])[O-].[K+].[K+] (K2CO3), FC1=C(C=CC(=C1)[N+](=O)[O-])O (2-fluoro-4-nitrophenol), CO.CCOC(=O)C (MeOH EtOAc). Solvent: C1(=CC=CC=C1)OC1=CC=CC=C1 (diphenyl ether). The product is FC1=C(OC2=C3C(=NC=C2)C=C(S3)C(=O)N3CCCC3)C=CC(=C1)[N+](=O)[O-] ((7-(2-Fluoro-4-nitrophenoxy)thieno[3,2-b]pyridin-2-yl)(pyrrolidin-1-yl)methanone). The yield is 93.8%. RXN SMILES: Cl[C:2]1[CH:7]=[CH:6][N:5]=[C:4]2[CH:8]=[C:9]([C:11]([N:13]3[CH2:17][CH2:16][CH2:15][CH2:14]3)=[O:12])[S:10][C:3]=12.C([O-])([O-])=O.[K+].[K+].[F:24][C:25]1[CH:30]=[C:29]([N+:31]([O-:33])=[O:32])[CH:28]=[CH:27][C:26]=1[OH:34].CO.CCOC(C)=O>C1(OC2C=CC=CC=2)C=CC=CC=1>[F:24][C:25]1[CH:30]=[C:29]([N+:31]([O-:33])=[O:32])[CH:28]=[CH:27][C:26]=1[O:34][C:2]1[CH:7]=[CH:6][N:5]=[C:4]2[CH:8]=[C:9]([C:11]([N:13]3[CH2:17][CH2:16][CH2:15][CH2:14]3)=[O:12])[S:10][C:3]=12 |f:1.2.3,5.6|. Procedure: A mixture of 21 (2.4 g, 8.89 mmol), K2CO3 (4.97 g, 35.96 mmol) and 2-fluoro-4-nitrophenol (1.55 g, 9.89 mmol) were heated at 150° C. in diphenyl ether (40 mL) for 2 days. The mixture was purified by column chromatography (eluents EtOAc-hexane 5:95, 2:8, then MeOH-EtOAc 2:98, 5:95) to give the title compound 22 as a yellow solid (3.23 g, 93% yield). MS (m/z): 388.2 (M+H). Isolated yield 72.0%. Reactants: N(=O)[O-].[Na+] (NaNO2), BrC1=C(N)C(=CC(=C1)[N+](=O)[O-])C (2-bromo-6-methyl-4-nitroaniline), CC(=O)O (HOAc), N(=O)[O-].[Na+] (NaNO2). Product: BrC=1C=C(C=C2C=NNC12)[N+](=O)[O-] (7-bromo-5-nitro-1H-indazole). As a reaction SMILES: [N:1]([O-])=O.[Na+].[Br:5][C:6]1[CH:12]=[C:11]([N+:13]([O-:15])=[O:14])[CH:10]=[C:9]([CH3:16])[C:7]=1[NH2:8].CC(O)=O>O>[Br:5][C:6]1[CH:12]=[C:11]([N+:13]([O-:15])=[O:14])[CH:10]=[C:9]2[C:7]=1[NH:8][N:1]=[CH:16]2 |f:0.1|. The solvent is O (H2O), O (H2O). Reported procedure: NaNO2 (65.00 g, 942.0 mmol) in H2O (140 mL) was added via addition funnel to a 5 L 3-neck round bottom flask, equipped with a mechanical stirrer and a thermometer, containing a mixture of crude 2-bromo-6-methyl-4-nitroaniline (145.0 g, 627.6 mmol) and glacial HOAc (2.5 L). During the addition, the reaction mixture was cooled with an ice bath to to maintain the internal reaction temperature below 25° C. About 1 hour after the addition was complete, additional NaNO2 (21.65 g, 313.8 mmol) in H2O (5... Reaction conditions: time 1 hour. Reactants: B(Br)(Br)Br (boron tribromide), FC1=C(C(=O)N)C(=CC=C1OCC=1SC2=C(N1)C=C(C=C2)C2=CC(=CC=C2)OC)F (2,6-difluoro-3-[5-(3-methoxy-phenyl)-benzothiazol-2-ylmethoxy]-benzamide), O (water). Run in C(Cl)Cl (DCM). Run at temperature -78 celsius, time 3 hour. The product is FC1=C(C(=O)N)C(=CC=C1OCC=1SC2=C(N1)C=C(C=C2)C2=CC(=CC=C2)O)F (2,6-Difluoro-3-[5-(3-hydroxy-phenyl)-benzothiazol-2-ylmethoxy]-benzamide). The yield is 16.2%. Reaction SMILES: [F:1][C:2]1[C:10]([O:11][CH2:12][C:13]2[S:14][C:15]3[CH:21]=[CH:20][C:19]([C:22]4[CH:27]=[CH:26][CH:25]=[C:24]([O:28]C)[CH:23]=4)=[CH:18][C:16]=3[N:17]=2)=[CH:9][CH:8]=[C:7]([F:30])[C:3]=1[C:4]([NH2:6])=[O:5].B(Br)(Br)Br.O>C(Cl)Cl>[F:1][C:2]1[C:10]([O:11][CH2:12][C:13]2[S:14][C:15]3[CH:21]=[CH:20][C:19]([C:22]4[CH:27]=[CH:26][CH:25]=[C:24]([OH:28])[CH:23]=4)=[CH:18][C:16]=3[N:17]=2)=[CH:9][CH:8]=[C:7]([F:30])[C:3]=1[C:4]([NH2:6])=[O:5]. Procedure details: To a suspension of 2,6-difluoro-3-[5-(3-methoxy-phenyl)-benzothiazol-2-ylmethoxy]-benzamide (0.14 g, 0.3 mmol) in 15 ml of anhydrous DCM was added drop wise boron tribromide (0.493 g, 1.9 mmol) at −78° C. The reaction mixture was stirred at −78° C. for 3 h under nitrogen atmosphere. To the reaction mixture 5 ml of water was added at 0° C. The compound was extracted with ethyl acetate. The combined organic layers were dried over anhydrous Na2SO4, and evaporated to dryness under reduced pressure. ... Reactants: saturated solution, C(\C=C\C(=O)O)(=O)O (fumaric acid), [BH4-].[Na+] (sodium borohydride), C1(CCCC1)OC1=CC=C(C=C1)C1=CC=C2N1CCN=C2C (6-[p-(Cyclopentyloxy)phenyl]-3,4-dihydro-1-methylpyrrolo[1,2-a]pyrazine). The solvent is C(C)O (ethanol), CO (methanol), O (water), C(Cl)Cl (methylene chloride). Product: C(\C=C\C(=O)O)(=O)O.C1(CCCC1)OC1=CC=C(C=C1)C1=CC=C2N1CCNC2C (6-[p-(cyclopentyloxy)phenyl]-1,2,3,4-tetrahydro-1-methylpyrrolo[1,2-a]pyrazine fumarate). The yield is 66.0%. RXN SMILES: [CH:1]1([O:6][C:7]2[CH:12]=[CH:11][C:10]([C:13]3[N:17]4[CH2:18][CH2:19][N:20]=[C:21]([CH3:22])[C:16]4=[CH:15][CH:14]=3)=[CH:9][CH:8]=2)[CH2:5][CH2:4][CH2:3][CH2:2]1.[BH4-].[Na+].[C:25]([OH:32])(=[O:31])/[CH:26]=[CH:27]/[C:28]([OH:30])=[O:29]>CO.O.C(Cl)Cl.C(O)C>[C:25]([OH:32])(=[O:31])/[CH:26]=[CH:27]/[C:28]([OH:30])=[O:29].[CH:1]1([O:6][C:7]2[CH:12]=[CH:11][C:10]([C:13]3[N:17]4[CH2:18][CH2:19][NH:20][CH:21]([CH3:22])[C:16]4=[CH:15][CH:14]=3)=[CH:9][CH:8]=2)[CH2:2][CH2:3][CH2:4][CH2:5]1 |f:1.2,8.9|. Reported procedure: 6-[p-(Cyclopentyloxy)phenyl]-3,4-dihydro-1-methylpyrrolo[1,2-a]pyrazine (1.5 g) was dissolved in a mixture of 100 ml of methanol, 10 ml of water and 25 ml of methylene chloride under argon. The solution was treated portionwise with 0.6 g of sodium borohydride while stirring and stirred at room temperature overnight. Thereafter, the solvent was removed in a vacuum, the residue was taken up in 100 ml of methylene chloride and washed with 100 ml of 10% ammonia solution. The phases were separated an... Starting materials: CC1=NN=C2N1C1=C(N(C(C2)=O)C2=CC=CC=C2)C=C(C=C1)Cl (1-methyl-8-chloro-6-phenyl-4H-s-triazolo[4,3-a][1,5]benzodiazepin-5-one), [H-].[Na+] (sodium hydride), CN(CCBr)C (2-dimethylaminoethyl bromide). Run in COCCOC (1,2-dimethoxyethane), COCCOC (1,2-dimethoxyethane). Run at time 18 hour. The product is CN(CCC1C=2N(C3=C(N(C1=O)C1=CC=CC=C1)C=C(C=C3)Cl)C(=NN2)C)C (4-(2-Dimethylaminoethyl)-1-methyl-8-chloro-6-phenyl-4H-s-triazolo[4,3-a][1,5]benzodiazepin-5-one). RXN SMILES: [CH3:1][C:2]1[N:6]2[C:7]3[CH:22]=[CH:21][C:20]([Cl:23])=[CH:19][C:8]=3[N:9]([C:13]3[CH:18]=[CH:17][CH:16]=[CH:15][CH:14]=3)[C:10](=[O:12])[CH2:11][C:5]2=[N:4][N:3]=1.[H-].[Na+].[CH3:26][N:27]([CH3:31])[CH2:28][CH2:29]Br>COCCOC>[CH3:26][N:27]([CH3:31])[CH2:28][CH2:29][CH:11]1[C:10](=[O:12])[N:9]([C:13]2[CH:18]=[CH:17][CH:16]=[CH:15][CH:14]=2)[C:8]2[CH:19]=[C:20]([Cl:23])[CH:21]=[CH:22][C:7]=2[N:6]2[C:2]([CH3:1])=[N:3][N:4]=[C:5]12 |f:1.2|. Reported procedure: 37.0 g of 1-methyl-8-chloro-6-phenyl-4H-s-triazolo[4,3-a][1,5]benzodiazepin-5-one and 7.8 g of a 50 percent sodium hydride mineral oil dispersion in 400 ml of dry 1,2-dimethoxyethane are stirred for 2 hours. A solution of 13.7 g of 2-dimethylaminoethyl bromide in 40 ml of dry 1,2-dimethoxyethane is added and the whole is stirred for 18 hours. The solvent is evaporated and the residue is partitioned between methylene chloride and water. The organic phase is washed with water, dried and evaporated... Starting materials: CC(N)C1CC1, FC(F)(F)c1ccc(C2COCc3c(Cl)nc(Cl)nc32)cc1, Cl. Yields the product CC(Nc1nc(Cl)nc2c1COCC2c1ccc(C(F)(F)F)cc1)C1CC1. As a reaction SMILES: [CH:23]1([CH:26]([CH3:27])[NH2:28])[CH2:24][CH2:25]1.[Cl:1][c:2]1[n:3][c:4]([Cl:22])[c:5]2[c:6]([n:7]1)[CH:8]([c:12]1[cH:13][cH:14][c:15]([C:18]([F:19])([F:20])[F:21])[cH:16][cH:17]1)[CH2:9][O:10][CH2:11]2.[ClH:29]>>[Cl:1][c:2]1[n:3][c:4]([NH:28][CH:26]([CH:23]2[CH2:24][CH2:25]2)[CH3:27])[c:5]2[c:6]([n:7]1)[CH:8]([c:12]1[cH:13][cH:14][c:15]([C:18]([F:19])([F:20])[F:21])[cH:16][cH:17]1)[CH2:9][O:10][CH2:11]2.